Dataset: the Open Reaction Database (ORD), a public repository of structured organic reaction records. Task: describe an organic reaction: reactants, conditions, products, and yield Reactants: C1CCOC1, CS(=O)(=O)OCC1CC(SC(c2ccccc2)(c2ccccc2)c2ccccc2)CN1C(=O)OCc1ccc([N+](=O)[O-])cc1, Sc1ccccc1. Product: O=C(OCc1ccc([N+](=O)[O-])cc1)N1CC(SC(c2ccccc2)(c2ccccc2)c2ccccc2)CC1CSc1ccccc1. RXN SMILES: [CH2:52]1[O:53][CH2:54][CH2:55][CH2:56]1.[S:1]([O:2][CH2:6][CH:7]1[N:8]([C:32](=[O:33])[O:34][CH2:35][c:36]2[cH:37][cH:38][c:39]([N+:42](=[O:43])[O-:44])[cH:40][cH:41]2)[CH2:9][CH:10]([S:12][C:13]([c:14]2[cH:15][cH:16][cH:17][cH:18][cH:19]2)([c:20]2[cH:21][cH:22][cH:23][cH:24][cH:25]2)[c:26]2[cH:27][cH:28][cH:29][cH:30][cH:31]2)[CH2:11]1)([CH3:3])(=[O:4])=[O:5].[SH:45][c:46]1[cH:47][cH:48][cH:49][cH:50][cH:51]1>>[CH2:6]([CH:7]1[N:8]([C:32](=[O:33])[O:34][CH2:35][c:36]2[cH:37][cH:38][c:39]([N+:42](=[O:43])[O-:44])[cH:40][cH:41]2)[CH2:9][CH:10]([S:12][C:13]([c:14]2[cH:15][cH:16][cH:17][cH:18][cH:19]2)([c:20]2[cH:21][cH:22][cH:23][cH:24][cH:25]2)[c:26]2[cH:27][cH:28][cH:29][cH:30][cH:31]2)[CH2:11]1)[S:45][c:46]1[cH:47][cH:48][cH:49][cH:50][cH:51]1. The reactants are C(C)(=O)OCC=1CS[C@H]2N(C1C(=O)O)C(C2NC(C(=NOC(C)C)C=2N=C(SC2)NC(C2=CC=CC=C2)(C2=CC=CC=C2)C2=CC=CC=C2)=O)=O (3-acetoxymethyl-7 -[2-(2-tritylamino-4-thiazolyl)-2-(1-methylethoxyimino)-acetamido]-ceph-3-eme-4-carboxylic acid), C(=O)O (formic acid). Run in O (water). Run at temperature 60 celsius. Yields the product C1(=CC=CC=C1)C(O)(C1=CC=CC=C1)C1=CC=CC=C1 (triphenylcarbinol). RXN SMILES: C(OCC1CS[C@@H]2C(NC(=O)C(C3N=C(N[C:31]([C:44]4[CH:49]=[CH:48][CH:47]=[CH:46][CH:45]=4)([C:38]4[CH:43]=[CH:42][CH:41]=[CH:40][CH:39]=4)[C:32]4[CH:37]=[CH:36][CH:35]=[CH:34][CH:33]=4)SC=3)=NOC(C)C)C(=O)N2C=1C(O)=O)(=O)C.C(O)=[O:53]>O>[C:32]1([C:31]([C:44]2[CH:49]=[CH:48][CH:47]=[CH:46][CH:45]=2)([C:38]2[CH:43]=[CH:42][CH:41]=[CH:40][CH:39]=2)[OH:53])[CH:37]=[CH:36][CH:35]=[CH:34][CH:33]=1. Procedure details: A mixture of 4.91 g of raw product of Example 12 in 30 ml of 50% aqueous formic acid was stirred in a water bath at 60° C. and was then diluted with water and vacuum filtered. The filter was rinsed with water the product was dried to obtain 1.39 g of triphenylcarbinol. The filtrate was evaporated to dryness and the residue was taken up in water and effloresced. The mixture was vacuum filtered and the recovered product was rinsed with water and dried to obtain 800 mg of 3-acetoxymethyl-7-[2-(2-am... Reactants: Oc1ccc(Br)cc1, Cl, Fc1ccccn1, [H-], [Na+], CN(C)C=O. The product is Brc1ccc(Oc2ccccn2)cc1. RXN SMILES: [Br:1][c:2]1[cH:3][cH:4][c:5]([OH:8])[cH:6][cH:7]1.[ClH:18].[F:11][c:12]1[n:13][cH:14][cH:15][cH:16][cH:17]1.[H-:9].[Na+:10].[O:19]=[CH:20][N:21]([CH3:22])[CH3:23]>>[Br:1][c:2]1[cH:3][cH:4][c:5]([O:8][c:12]2[n:13][cH:14][cH:15][cH:16][cH:17]2)[cH:6][cH:7]1.